From a dataset of the Open Reaction Database (ORD), a public repository of structured organic reaction records. describe an organic reaction: reactants, conditions, products, and yield Reported procedure: Prepared analogously to Example 1 from 6-(4-chlorobutoxy)-4-methyl-4H-3,1-benzoxazin-2-one and 4-acetamido-thiophenol. RXN SMILES: Cl[CH2:2][CH2:3][CH2:4][CH2:5][O:6][C:7]1[CH:8]=[CH:9][C:10]2[NH:15][C:14](=[O:16])[O:13][CH:12]([CH3:17])[C:11]=2[CH:18]=1.[C:19]([NH:22][C:23]1[CH:28]=[CH:27][C:26]([SH:29])=[CH:25][CH:24]=1)(=[O:21])[CH3:20]>>[NH:22]([C:23]1[CH:28]=[CH:27][C:26]([S:29][CH2:2][CH2:3][CH2:4][CH2:5][O:6][C:7]2[CH:8]=[CH:9][C:10]3[NH:15][C:14](=[O:16])[O:13][CH:12]([CH3:17])[C:11]=3[CH:18]=2)=[CH:25][CH:24]=1)[C:19]([CH3:20])=[O:21]. Reactants: ClCCCCOC=1C=CC2=C(C(OC(N2)=O)C)C1 (6-(4-chlorobutoxy)-4-methyl-4H-3,1-benzoxazin-2-one), C(C)(=O)NC1=CC=C(C=C1)S (4-acetamido-thiophenol). The product is N(C(=O)C)C1=CC=C(C=C1)SCCCCOC=1C=CC2=C(C(OC(N2)=O)C)C1 (6-[4-(4-Acetamino-phenylmercapto)-butoxy]-4-methyl-4H-3,1-benzoxazin-2-one). The reactants are CN1C(=O)Cc2cccc(F)c21, O, O=[N+]([O-])O. Product: CN1C(=O)Cc2cc([N+](=O)[O-])cc(F)c21. Reaction SMILES: [F:1][c:2]1[cH:3][cH:4][cH:5][c:6]2[c:10]1[N:9]([CH3:11])[C:8](=[O:12])[CH2:7]2.[OH2:17].[OH:13][N+:14]([O-:15])=[O:16]>>[F:1][c:2]1[cH:3][c:4]([N+:14](=[O:13])[O-:15])[cH:5][c:6]2[c:10]1[N:9]([CH3:11])[C:8](=[O:12])[CH2:7]2. Starting materials: Cc1nc(-c2cnn(C)c2Br)cn1N, CC(=O)O, CCC(C)O, N=CN, O=C([O-])C(F)(F)F. Product: Cc1nc(-c2cnn(C)c2Br)cn1NC=N. As a reaction SMILES: [Br:1][c:2]1[c:3](-[c:8]2[n:9][c:10]([CH3:14])[n:11]([NH2:13])[cH:12]2)[cH:4][n:5][n:6]1[CH3:7].[C:22]([OH:23])(=[O:24])[CH3:25].[CH3:29][CH:30]([OH:31])[CH2:32][CH3:33].[CH:26](=[NH:27])[NH2:28].[O-:15][C:16]([C:17]([F:18])([F:19])[F:20])=[O:21]>>[Br:1][c:2]1[c:3](-[c:8]2[n:9][c:10]([CH3:14])[n:11]([NH:13][CH:26]=[NH:27])[cH:12]2)[cH:4][n:5][n:6]1[CH3:7]. Reactants: C1(=CC=CC=C1)OC(NC1=CC(=C(C=C1)B1OC(C(O1)(C)C)(C)C)F)=O (phenyl(3-fluoro-4-(4,4,5,5-tetramethyl-1,3,2-dioxaborolan-2-yl)phenyl)carbamate), CC1(OB(OC1(C)C)C1=CC=C(N)C=C1)C (4-(4,4,5,5-tetramethyl-1,3,2-dioxaborolan-2-yl)aniline). Product: C1(=CC=CC=C1)OC(NC1=CC=C(C=C1)B1OC(C(O1)(C)C)(C)C)=O (phenyl(4-(4,4,5,5-tetramethyl-1,3,2-dioxaborolan-2-yl)phenyl)carbamate). Reaction SMILES: [C:1]1([O:7][C:8](=[O:26])[NH:9][C:10]2[CH:15]=[CH:14][C:13]([B:16]3[O:20][C:19]([CH3:22])([CH3:21])[C:18]([CH3:24])([CH3:23])[O:17]3)=[C:12](F)[CH:11]=2)[CH:6]=[CH:5][CH:4]=[CH:3][CH:2]=1.CC1(C)C(C)(C)OB(C2C=CC(N)=CC=2)O1>>[C:1]1([O:7][C:8](=[O:26])[NH:9][C:10]2[CH:15]=[CH:14][C:13]([B:16]3[O:17][C:18]([CH3:23])([CH3:24])[C:19]([CH3:22])([CH3:21])[O:20]3)=[CH:12][CH:11]=2)[CH:6]=[CH:5][CH:4]=[CH:3][CH:2]=1. Reported procedure: Method as described for intermediate 12 using 4-(4,4,5,5-tetramethyl-1,3,2-dioxaborolan-2-yl)aniline to afford a white solid (4.71 g) used without further purification. As a reaction SMILES: [CH3:1][N:2]1[C@@:6]2([CH2:20][C:9]3[CH:10]=[C:11]4[C:16](=[CH:17][C:8]=3[CH2:7]2)[N:15]=[C:14]([CH:18]=[O:19])[CH:13]=[CH:12]4)[C:5](=[O:21])[NH:4][C:3]1=[O:22].CN1C2(CC3C(=CC=C([N+]([O-])=O)C=3)C2)C(=O)NC1=O>>[CH3:1][N:2]1[C:6]2([CH2:20][C:9]3[CH:10]=[C:11]4[C:16](=[CH:17][C:8]=3[CH2:7]2)[N:15]=[C:14]([CH:18]=[O:19])[CH:13]=[CH:12]4)[C:5](=[O:21])[NH:4][C:3]1=[O:22]. Yields the product CN1C(NC(C12CC1=C(C=C3C=CC(=NC3=C1)C=O)C2)=O)=O ((±)-3′-Methyl-2′,5′-dioxo-6,8-dihydrospiro[cyclopenta[g]quinoline-7,4′-imidazolidine]-2-carbaldehyde). Starting materials: CN1C(NC([C@@]12CC1=C(C=C3C=CC(=NC3=C1)C=O)C2)=O)=O ((7R)-3′-methyl-2′,5′-dioxo-6,8-dihydrospiro[cyclopenta[g]quinoline-7,4′-imidazolidine]-2-carbaldehyde), CN1C(NC(C12CC1=CC=C(C=C1C2)[N+](=O)[O-])=O)=O ((±)-3-Methyl-5′-nitro-spiro[imidazolidine-4,2′-indane]-2,5-dione), CN1C(NC(C12CC1=CC=C(C=C1C2)[N+](=O)[O-])=O)=O ((±)-3-Methyl-5′-nitro-spiro[imidazolidine-4,2′-indane]-2,5-dione). Procedure details: Essentially following the procedures described for Intermediate 13, but using (±)-5′-amino-3-methyl-spiro[imidazolidine-4,2′-indane]-2,5-dione (described in Intermediate 7) in place of (R)-5′-amino-3-methyl-spiro[imidazolidine-4,2′-indane]-2,5-dione, the title compound is prepared. Starting materials: C1(=CC=CC=C1)S(=O)(=O)C(CCCN1CC(CCC1)C#C)(C)C (1-(4-benzenesulfonyl-4-methylpentyl)-3-ethynylpiperidine), IC1=CC=CC=C1 (iodobenzene). Reagents/catalysts: Cl[Pd]([P](C1=CC=CC=C1)(C2=CC=CC=C2)C3=CC=CC=C3)([P](C4=CC=CC=C4)(C5=CC=CC=C5)C6=CC=CC=C6)Cl (dichlorobis(triphenylphosphine)palladium(II)), [Cu]I (copper(I) iodide). Run in C(C)(C)NC(C)C (diisopropylamine). Conditions: temperature 70 celsius, time 2 hour. Product: C1(=CC=CC=C1)S(=O)(=O)C(CCCN1CC(CCC1)C#CC1=CC=CC=C1)(C)C (1-(4-Benzenesulfonyl-4-methylpentyl)-3-(phenylethynyl)piperidine). RXN SMILES: [C:1]1([S:7]([C:10]([CH3:23])([CH3:22])[CH2:11][CH2:12][CH2:13][N:14]2[CH2:19][CH2:18][CH2:17][CH:16]([C:20]#[CH:21])[CH2:15]2)(=[O:9])=[O:8])[CH:6]=[CH:5][CH:4]=[CH:3][CH:2]=1.I[C:25]1[CH:30]=[CH:29][CH:28]=[CH:27][CH:26]=1>C(NC(C)C)(C)C.Cl[Pd](Cl)([P](C1C=CC=CC=1)(C1C=CC=CC=1)C1C=CC=CC=1)[P](C1C=CC=CC=1)(C1C=CC=CC=1)C1C=CC=CC=1.[Cu]I>[C:1]1([S:7]([C:10]([CH3:23])([CH3:22])[CH2:11][CH2:12][CH2:13][N:14]2[CH2:19][CH2:18][CH2:17][CH:16]([C:20]#[C:21][C:25]3[CH:30]=[CH:29][CH:28]=[CH:27][CH:26]=3)[CH2:15]2)(=[O:9])=[O:8])[CH:2]=[CH:3][CH:4]=[CH:5][CH:6]=1 |^1:40,59|. Reported procedure: A mixture of 1-(4-benzenesulfonyl-4-methylpentyl)-3-ethynylpiperidine (0.33 g, 1.0 mmol), iodobenzene (80 μL, 0.7 mmol), dichlorobis(triphenylphosphine)palladium(II) (35 mg, 0.05 mmol) and copper(I) iodide (6 mg, 0.03 mmol) in diisopropylamine (5 ml) was stirred at 70° C. for 2 hours. The reaction mixture was filtered through Celite, washing with dichloromethane (50 ml). The filtrate was concentrated in vacuo and the residue purified by flash column chromatography on silica gel, eluting with 2% ... Starting materials: CC(C)(C)OC(=O)Cn1c2c(c3ccccc31)CCN(C(=O)OCc1ccccc1)C2, CO, [H][H]. Product: CC(C)(C)OC(=O)Cn1c2c(c3ccccc31)CCNC2. RXN SMILES: [CH2:1]([O:2][C:3](=[O:4])[N:11]1[CH2:12][c:13]2[n:14]([CH2:24][C:25](=[O:26])[O:27][C:28]([CH3:29])([CH3:30])[CH3:31])[c:15]3[cH:16][cH:17][cH:18][cH:19][c:20]3[c:21]2[CH2:22][CH2:23]1)[c:5]1[cH:6][cH:7][cH:8][cH:9][cH:10]1.[CH3:34][OH:35].[H:32][H:33]>>[NH:11]1[CH2:12][c:13]2[n:14]([CH2:24][C:25](=[O:26])[O:27][C:28]([CH3:29])([CH3:30])[CH3:31])[c:15]3[cH:16][cH:17][cH:18][cH:19][c:20]3[c:21]2[CH2:22][CH2:23]1. Reactants: C(C)(=O)N1CCC=2C1=CC=1C=CNC1C2 (1-acetyl-1,2,3,5-tetrahydropyrrolo[2,3-f]indole), CN1CCC(CC1)=O (1-methylpiperidin-4-one), C[O-].[Na+] (sodium methoxide). Run in CO (methanol). Yields the product C(C)(=O)N1CCC=2C1=CC=1C(=CNC1C2)C2=CCN(CC2)C (1-Acetyl-7-(1-methyl-1,2,5,6-tetrahydropyridin-4-yl)-1,2,3,5-tetrahydropyrrolo [2,3-f]indole). Yield: 50.8%. RXN SMILES: [C:1]([N:4]1[C:8]2=[CH:9][C:10]3[CH:11]=[CH:12][NH:13][C:14]=3[CH:15]=[C:7]2[CH2:6][CH2:5]1)(=[O:3])[CH3:2].[CH3:16][N:17]1[CH2:22][CH2:21][C:20](=O)[CH2:19][CH2:18]1.C[O-].[Na+]>CO>[C:1]([N:4]1[C:8]2=[CH:9][C:10]3[C:11]([C:20]4[CH2:21][CH2:22][N:17]([CH3:16])[CH2:18][CH:19]=4)=[CH:12][NH:13][C:14]=3[CH:15]=[C:7]2[CH2:6][CH2:5]1)(=[O:3])[CH3:2] |f:2.3|. Procedure details: To a stirred suspension of 1-acetyl-1,2,3,5-tetrahydropyrrolo[2,3-f]indole (J. Med. Chem. 1995, 38, 2524) (1.60 g, 8 mmole) and 1-methylpiperidin-4-one (1.81 g, 16 mmole) in dry methanol (70 ml) was added sodium methoxide (2.59 g, 48 mmole). The mixture was heated at reflux under argon for 24 hours, then cooled and concentrated by evaporation to approx. 25% volume; then treated with water (5 ml), stirred and the solid precipatate collected by filtration. The solid was suspended in ethanol (20 ml... The reactants are [N+](=O)([O-])C=1C=C(NC1)C(=O)O (4-Nitro-2-pyrrolecarboxylic acid). Reagents/catalysts: [Pd].[C] (Pd carbon). Run in C(C)O (ethanol), O (water). Conditions: time 2 hour. Yields the product NC=1C=C(NC1)C(=O)O (4-Amino-2-pyrrolecarboxylic acid). Yield: 86.7%. Reaction SMILES: [N+:1]([C:4]1[CH:5]=[C:6]([C:9]([OH:11])=[O:10])[NH:7][CH:8]=1)([O-])=O>C(O)C.O.[Pd].[C]>[NH2:1][C:4]1[CH:5]=[C:6]([C:9]([OH:11])=[O:10])[NH:7][CH:8]=1 |f:3.4|. Procedure details: 4-Nitro-2-pyrrolecarboxylic acid (0.5 g, 3.2 mmol) in ethanol (10 ml) and water (20 ml) was hydrogenated over Pd/carbon (10%, 100 mg) at atmospheric pressure. After two hours the reaction was over, the catalyst was filtered off over diatomaceous earth, and the ethanol evaporated; the resulting aqueous solution was freeze dried to give the title compound (0.35 g, 88%). NMR (DMSO-d6) δ 6.13 (s, 1H); 6.28 (s, 1H). Starting materials: IC1=C(C=NC(=C1)N1CCOCC1)NC(C(C)(C)C)=O (N-(4-iodo-6-morpholin-4-yl-pyridin-3-yl)-2,2-dimethyl-propionamide), C1(=C(C=CC=C1)B(O)O)C (o-tolylboronic acid). The reagents and catalysts are C=1C=CC(=CC1)[P](C=2C=CC=CC2)(C=3C=CC=CC3)[Pd]([P](C=4C=CC=CC4)(C=5C=CC=CC5)C=6C=CC=CC6)([P](C=7C=CC=CC7)(C=8C=CC=CC8)C=9C=CC=CC9)[P](C=1C=CC=CC1)(C=1C=CC=CC1)C=1C=CC=CC1 (tetrakis(triphenylphosphine)palladium(0)). Run at temperature 80 celsius. Product: CC(C(=O)NC=1C=NC(=CC1C1=C(C=CC=C1)C)N1CCOCC1)(C)C (2,2-Dimethyl-N-(6-morpholin-4-yl-4-o-tolyl-pyridin-3-yl)-propionamide). Reaction SMILES: I[C:2]1[CH:7]=[C:6]([N:8]2[CH2:13][CH2:12][O:11][CH2:10][CH2:9]2)[N:5]=[CH:4][C:3]=1[NH:14][C:15](=[O:20])[C:16]([CH3:19])([CH3:18])[CH3:17].[C:21]1([CH3:30])[CH:26]=[CH:25][CH:24]=[CH:23][C:22]=1B(O)O>C1C=CC([P]([Pd]([P](C2C=CC=CC=2)(C2C=CC=CC=2)C2C=CC=CC=2)([P](C2C=CC=CC=2)(C2C=CC=CC=2)C2C=CC=CC=2)[P](C2C=CC=CC=2)(C2C=CC=CC=2)C2C=CC=CC=2)(C2C=CC=CC=2)C2C=CC=CC=2)=CC=1>[CH3:17][C:16]([CH3:19])([CH3:18])[C:15]([NH:14][C:3]1[CH:4]=[N:5][C:6]([N:8]2[CH2:13][CH2:12][O:11][CH2:10][CH2:9]2)=[CH:7][C:2]=1[C:22]1[CH:23]=[CH:24][CH:25]=[CH:26][C:21]=1[CH3:30])=[O:20] |^1:34,36,55,74|. Reported procedure: A mixture of 3.50 g (9.0 mmol) N-(4-iodo-6-morpholin-4-yl-pyridin-3-yl)-2,2-dimethyl-propionamide, (0.27 mmol) tetrakis(triphenylphosphine)palladium(0) and 1.34 g (9.9 mmol) o-tolylboronic acid was heated under argon at 80° C. for 12 h. After cooling to room temperature, the aqueous phase was separated and washed twice with ethyl acetate. The combined organic layers were washed with 50 ml brine, dried (sodium sulfate) and evaporated. Purification by flash-chromatography gave 3.23 g (quantitative...